Dataset: the Open Reaction Database (ORD), a public repository of structured organic reaction records. Task: describe an organic reaction: reactants, conditions, products, and yield RXN SMILES: [NH2:1][C:2]1[C:11]2[C:6](=[CH:7][CH:8]=[CH:9][C:10]=2[O:12][CH2:13][C:14]([CH3:19])([CH3:18])[C:15]([OH:17])=O)[N:5]=[C:4]([CH3:20])[C:3]=1[C:21]([O:23][CH2:24][CH3:25])=[O:22].[CH2:26]([NH2:30])[CH2:27][CH2:28][CH3:29]>>[NH2:1][C:2]1[C:11]2[C:6](=[CH:7][CH:8]=[CH:9][C:10]=2[O:12][CH2:13][C:14]([CH3:18])([CH3:19])[C:15]([NH:30][CH2:26][CH2:27][CH2:28][CH3:29])=[O:17])[N:5]=[C:4]([CH3:20])[C:3]=1[C:21]([O:23][CH2:24][CH3:25])=[O:22]. Product: NC1=C(C(=NC2=CC=CC(=C12)OCC(C(=O)NCCCC)(C)C)C)C(=O)OCC (ethyl 4-amino-5-(3-(butylamino)-2,2-dimethyl-3-oxopropoxy)-2-methylquinoline-3-carboxylate). Starting materials: NC1=C(C(=NC2=CC=CC(=C12)OCC(C(=O)O)(C)C)C)C(=O)OCC (3-((4-amino-3-(ethoxycarbonyl)-2-methylquinolin-5-yl)oxy)-2,2-dimethylpropanoic acid), C(CCC)N (n-butylamine). Procedure: Prepared as in Example 24a from 3-((4-amino-3-(ethoxycarbonyl)-2-methylquinolin-5-yl)oxy)-2,2-dimethylpropanoic acid (Example 47b) and n-butylamine as a pale-yellow solid (91%). 1H NMR (400 MHz, DMSO-d6) δ 0.74 (t, J=8.0 Hz, 3H), 1.15-1.20 (m, 2H), 1.27 (s, 6H), 1.32-1.38 (m, 5H), 2.57 (s, 3H), 3.06-3.11 (q, J=8.0 Hz, 2H), 4.14 (s, 2H), 4.35 (q, J=8.0 Hz, 2H), 6.90 (d, J=8.0 Hz, 1H), 7.26 (d, J=8.0 Hz, 1H), 7.53 (t, J=8.0 Hz, 1H), 7.81 (t, J=8.0 Hz, 1H), 8.10 (s, 2H). MS 402 (MH+). Starting materials: 5-chloro, NC1=CC=CC=C1 (aniline), 5-chloro, ClC1C(C(N(O1)CC1=C(C=CC=C1)Cl)=O)(C)C (5-chloro-2-[(2-chlorophenyl)methyl]-4,4-dimethyl-3-isoxazolidinone), NC1=CC=CC=C1 (aniline), O (water). Solvent: O1CCCC1 (tetrahydrofuran), CN(C=O)C (dimethylformamide), CCCCCCC (heptane), O1CCCC1 (tetrahydrofuran), O1CCCC1 (tetrahydrofuran). Run at time 18 hour. Yields the product ClC1=C(C=CC=C1)CN1OC(C(C1=O)(C)C)NC1=CC=CC=C1 (2-[(2-chlorophenyl)methyl]-4,4-dimethyl-5-phenylamino-3-isoxazolidinone). Yield: 60.5%. Reaction SMILES: Cl[CH:2]1[O:6][N:5]([CH2:7][C:8]2[CH:13]=[CH:12][CH:11]=[CH:10][C:9]=2[Cl:14])[C:4](=[O:15])[C:3]1([CH3:17])[CH3:16].[NH2:18][C:19]1[CH:24]=[CH:23][CH:22]=[CH:21][CH:20]=1.O>O1CCCC1.CN(C)C=O.CCCCCCC>[Cl:14][C:9]1[CH:10]=[CH:11][CH:12]=[CH:13][C:8]=1[CH2:7][N:5]1[C:4](=[O:15])[C:3]([CH3:17])([CH3:16])[CH:2]([NH:18][C:19]2[CH:24]=[CH:23][CH:22]=[CH:21][CH:20]=2)[O:6]1. Procedure: To a stirred solution of 2.6 grams (0.009 mole) of 5-chloro-2-[(2-chlorophenyl)methyl]-4,4-dimethyl-3-isoxazolidinone (Example 23(A)) in 25 ml of tetrahydrofuran was added dropwise to a solution of 1.8 grams (0.019 mole) of aniline in 5 ml of tetrahydrofuran. Upon completion of addition the reaction mixture was heated under reflux for 4 hours; thin layer chromatography of the reaction mixture indicated the presence of starting 5-chloro compound. The reaction mixture was heated under reflux for a... Reactants: O=C(c1nc2ccccc2n1Cc1ccc(F)cc1)C1CCN(C(=O)O)CC1, O=C(O)C(F)(F)F. Yields the product O=C(c1nc2ccccc2n1Cc1ccc(F)cc1)C1CCNCC1. RXN SMILES: [F:8][c:9]1[cH:10][cH:11][c:12]([CH2:15][n:16]2[c:17]([C:25](=[O:26])[CH:27]3[CH2:28][CH2:29][N:30]([C:33]([OH:34])=[O:35])[CH2:31][CH2:32]3)[n:18][c:19]3[c:20]2[cH:21][cH:22][cH:23][cH:24]3)[cH:13][cH:14]1.[OH:1][C:2]([C:3]([F:4])([F:5])[F:6])=[O:7]>>[F:8][c:9]1[cH:10][cH:11][c:12]([CH2:15][n:16]2[c:17]([C:25](=[O:26])[CH:27]3[CH2:28][CH2:29][NH:30][CH2:31][CH2:32]3)[n:18][c:19]3[c:20]2[cH:21][cH:22][cH:23][cH:24]3)[cH:13][cH:14]1. Starting materials: CC(C)(C)OC(=O)N1CCNCC1, O=C([O-])[O-], CN(C)C=O, Cc1ccccc1, FC(F)(F)c1cnc(Cl)c(Cl)c1, [K+], [K+], O. The product is CC(C)(C)OC(=O)N1CCN(c2ncc(C(F)(F)F)cc2Cl)CC1. RXN SMILES: [C:13](=[O:14])([O:15][C:16]([CH3:17])([CH3:18])[CH3:19])[N:20]1[CH2:21][CH2:22][NH:23][CH2:24][CH2:25]1.[C:26](=[O:27])([O-:28])[O-:29].[CH3:32][N:33]([CH3:34])[CH:35]=[O:36].[CH3:38][c:39]1[cH:40][cH:41][cH:42][cH:43][cH:44]1.[Cl:1][c:2]1[n:3][cH:4][c:5]([C:9]([F:10])([F:11])[F:12])[cH:6][c:7]1[Cl:8].[K+:30].[K+:31].[OH2:37]>>[c:2]1([N:23]2[CH2:22][CH2:21][N:20]([C:13](=[O:14])[O:15][C:16]([CH3:17])([CH3:18])[CH3:19])[CH2:25][CH2:24]2)[n:3][cH:4][c:5]([C:9]([F:10])([F:11])[F:12])[cH:6][c:7]1[Cl:8].